From a dataset of the Open Reaction Database (ORD), a public repository of structured organic reaction records. describe an organic reaction: reactants, conditions, products, and yield The reactants are BrC=1C=CC(=C(C1)C1=NC2=NC=CN=C2C(N1)=O)F (2-(5-bromo-2-fluorophenyl)pteridin-4-one), NC1=CC=CC=C1 (aniline), C(CCC)N(C1=NC(=NC2=NC=CN=C12)C1=C(C=CC(=C1)Br)F)C1=CC=NC=C1 (4-[(butyl)(4-pyridyl)amino]-2-(5-bromo-2-fluorophenyl)pteridine). Product: BrC=1C=CC(=C(C1)C1=NC2=NC=CN=C2C(=N1)NC1=CC=CC=C1)F (2-(5-bromo-2-fluorophenyl)-4-(phenylamino)pteridine). Reaction SMILES: [Br:1][C:2]1[CH:3]=[CH:4][C:5]([F:19])=[C:6]([C:8]2[NH:17][C:16](=O)[C:15]3[C:10](=[N:11][CH:12]=[CH:13][N:14]=3)[N:9]=2)[CH:7]=1.[NH2:20][C:21]1[CH:26]=[CH:25][CH:24]=[CH:23][CH:22]=1.C(N(C1C=CN=CC=1)C1C2C(=NC=CN=2)N=C(C2C=C(Br)C=CC=2F)N=1)CCC>>[Br:1][C:2]1[CH:3]=[CH:4][C:5]([F:19])=[C:6]([C:8]2[N:17]=[C:16]([NH:20][C:21]3[CH:26]=[CH:25][CH:24]=[CH:23][CH:22]=3)[C:15]3[C:10](=[N:11][CH:12]=[CH:13][N:14]=3)[N:9]=2)[CH:7]=1. Procedure details: The title product was synthesized by reaction of the 2-(5-bromo-2-fluorophenyl)-pteridin-4-one 104 with aniline following the procedure described for 4-[(butyl)-(4-pyridyl)amino]-2-(5-bromo-2-fluorophenyl)pteridine 3. Starting materials: Cc1ccc2cc([N+](=O)[O-])ccc2n1, C1COCCO1, O, O, O=[Se]=O. Yields the product O=Cc1ccc2cc([N+](=O)[O-])ccc2n1. Reaction SMILES: [CH3:1][c:2]1[n:3][c:4]2[cH:5][cH:6][c:7]([N+:12](=[O:13])[O-:14])[cH:8][c:9]2[cH:10][cH:11]1.[O:19]1[CH2:20][CH2:21][O:22][CH2:23][CH2:24]1.[OH2:18].[OH2:25].[Se:15](=[O:16])=[O:17]>>[CH:1]([c:2]1[n:3][c:4]2[cH:5][cH:6][c:7]([N+:12](=[O:13])[O-:14])[cH:8][c:9]2[cH:10][cH:11]1)=[O:16]. Product: C(C1=CC=CC=C1)(=O)OC=1C(C2=CC=CC=C2C(C1CC[Si](C)(C)C)=O)=O (2-benzoyloxy-3-(2'-trimethylsilylethyl)-1,4-naphthoquinone). Procedure details: 2-Benzoyloxy-1,4-naphthoquinone (1.39 g, 5 mmol), trimethylsilylpropionic acid (1.09 g, 7.5 mmol) and silver nitrate (523 mg, 3 mmol) were suspended in 40 ml aqueous acetonitrile (1:1) and then heated to 65° C. Ammonium persulphate (1.71 g, 7.5 mmol) in 20 ml water was added slowly and dropwise over 30 minutes to the mixture. The reaction mixture was stirred at this temperature for a further hour and then cooled, diluted with diethyl ether and the aqueous phase removed. The organic extract was w... Isolated yield 46.4%. As a reaction SMILES: [C:1]([O:9][C:10]1[C:11](=[O:21])[C:12]2[C:17]([C:18](=[O:20])[CH:19]=1)=[CH:16][CH:15]=[CH:14][CH:13]=2)(=[O:8])[C:2]1[CH:7]=[CH:6][CH:5]=[CH:4][CH:3]=1.[CH3:22][Si:23]([CH:26](C)[C:27](O)=O)([CH3:25])[CH3:24].S(OOS([O-])(=O)=O)([O-])(=O)=O.[NH4+].[NH4+]>C(#N)C.O.C(OCC)C.[N+]([O-])([O-])=O.[Ag+]>[C:1]([O:9][C:10]1[C:11](=[O:21])[C:12]2[C:17]([C:18](=[O:20])[C:19]=1[CH2:27][CH2:26][Si:23]([CH3:25])([CH3:24])[CH3:22])=[CH:16][CH:15]=[CH:14][CH:13]=2)(=[O:8])[C:2]1[CH:3]=[CH:4][CH:5]=[CH:6][CH:7]=1 |f:2.3.4,8.9|. The reactants are C(C1=CC=CC=C1)(=O)OC=1C(C2=CC=CC=C2C(C1)=O)=O (2-Benzoyloxy-1,4-naphthoquinone), C[Si](C)(C)C(C(=O)O)C (trimethylsilylpropionic acid), S(=O)(=O)([O-])OOS(=O)(=O)[O-].[NH4+].[NH4+] (Ammonium persulphate). Run at temperature 65 celsius. The reagents and catalysts are [N+](=O)([O-])[O-].[Ag+] (silver nitrate). The solvent is C(C)#N (acetonitrile), O (water), C(C)OCC (diethyl ether).